From a dataset of the Open Reaction Database (ORD), a public repository of structured organic reaction records. describe an organic reaction: reactants, conditions, products, and yield The reactants are BrCC#CCN1C(N(C=C1)C)=O (1-(4-bromo-2-butynyl)-1,3-dihydro-3-methyl-2H-imidazol-2-one), C(C)(=O)N1C=NC(=C1)C (1-acetyl-4-methylimidazole), CO (Methanol). Solvent: C(C)#N (acetonitrile). Run at temperature 85 celsius. The product is CN1C(N(C=C1)CC#CCN1C=NC=C1C)=O (1,3-Dihydro-1-methyl-3-[4-(5-methyl-1H-imidazol-1-yl)-2-butynyl]-2H-imidazol-2-one). The yield is 79.6%. As a reaction SMILES: Br[CH2:2][C:3]#[C:4][CH2:5][N:6]1[CH:10]=[CH:9][N:8]([CH3:11])[C:7]1=[O:12].C([N:16]1[CH:20]=[C:19]([CH3:21])[N:18]=[CH:17]1)(=O)C.CO>C(#N)C>[CH3:11][N:8]1[CH:9]=[CH:10][N:6]([CH2:5][C:4]#[C:3][CH2:2][N:18]2[C:19]([CH3:21])=[CH:20][N:16]=[CH:17]2)[C:7]1=[O:12]. Reported procedure: A mixture of 1-(4-bromo-2-butynyl)-1,3-dihydro-3-methyl-2H-imidazol-2-one (4.12 g, 0.018 mol) and 1-acetyl-4-methylimidazole (4.47 g, 0.036 mol) in acetonitrile (6 mL) was heated in an oil bath (bath temperature 85° C.) for 1 hr. Methanol (20 mL) was added and, after 1 hr, the solvents were removed and the residue was partitioned between ethyl acetate and 4N NaOH solution. The ethyl acetate was removed and the residual oil was chromatographed on silica gel using methanol:chloroform as eluant to ... Starting materials: FC1=CC=C(C=C1)[N+](=O)[O-] (1-fluoro-4-nitrobenzene), NCC1C(CCCC1)N(CC1=CC=CC=C1)CC1=CC=CC=C1 (N-[2-(aminomethyl)cyclohexyl]-N-(phenylmethyl)benzenemethanamine). The product is [N+](=O)([O-])C1=CC=C(C=C1)NCC1C(CCCC1)N(CC1=CC=CC=C1)CC1=CC=CC=C1 (N-[2-[(4-Nitrophenyl)aminomethyl]cyclohexyl]-N-(phenylmethyl)benzenemethanamine). Reaction SMILES: F[C:2]1[CH:7]=[CH:6][C:5]([N+:8]([O-:10])=[O:9])=[CH:4][CH:3]=1.[NH2:11][CH2:12][CH:13]1[CH2:18][CH2:17][CH2:16][CH2:15][CH:14]1[N:19]([CH2:27][C:28]1[CH:33]=[CH:32][CH:31]=[CH:30][CH:29]=1)[CH2:20][C:21]1[CH:26]=[CH:25][CH:24]=[CH:23][CH:22]=1>>[N+:8]([C:5]1[CH:6]=[CH:7][C:2]([NH:11][CH2:12][CH:13]2[CH2:18][CH2:17][CH2:16][CH2:15][CH:14]2[N:19]([CH2:27][C:28]2[CH:29]=[CH:30][CH:31]=[CH:32][CH:33]=2)[CH2:20][C:21]2[CH:22]=[CH:23][CH:24]=[CH:25][CH:26]=2)=[CH:3][CH:4]=1)([O-:10])=[O:9]. Procedure: In a manner similar to Preparation 2, react 1-fluoro-4-nitrobenzene with N-[2-(aminomethyl)cyclohexyl]-N-(phenylmethyl)benzenemethanamine to obtain the title compound. Reactants: C(C)(C)(C)OC(=O)C1=C(SC=2COC(CC21)CN)N (2-amino-5-aminomethyl-4,7-dihydro-5H-thieno[2,3-c]pyran-3-carboxylic acid tert-butyl ester), N1=CC=CC=C1 (pyridine), COC1=CC=C(C=C1)S(=O)(=O)Cl (4-methoxybenzenesulfonyl chloride), hexanes ethyl acetate. Solvent: ClCCl (dichloromethane), ClCCl (dichloromethane). Reaction conditions: time 48 hour. Product: C(C)(C)(C)OC(=O)C1=C(SC=2COC(CC21)CNS(=O)(=O)C2=CC=C(C=C2)OC)N (2-amino-5-((4-methoxy-benzenesulfonylamino)-methyl)-4,7-dihydro-5H-thieno[2,3-c]pyran-3-carboxylic acid tert-butyl ester). The yield is 10.0%. RXN SMILES: [C:1]([O:5][C:6]([C:8]1[C:16]2[CH2:15][CH:14]([CH2:17][NH2:18])[O:13][CH2:12][C:11]=2[S:10][C:9]=1[NH2:19])=[O:7])([CH3:4])([CH3:3])[CH3:2].N1C=CC=CC=1.[CH3:26][O:27][C:28]1[CH:33]=[CH:32][C:31]([S:34](Cl)(=[O:36])=[O:35])=[CH:30][CH:29]=1>ClCCl>[C:1]([O:5][C:6]([C:8]1[C:16]2[CH2:15][CH:14]([CH2:17][NH:18][S:34]([C:31]3[CH:30]=[CH:29][C:28]([O:27][CH3:26])=[CH:33][CH:32]=3)(=[O:36])=[O:35])[O:13][CH2:12][C:11]=2[S:10][C:9]=1[NH2:19])=[O:7])([CH3:4])([CH3:2])[CH3:3]. Procedure details: To a solution of 2-amino-5-aminomethyl-4,7-dihydro-5H-thieno[2,3-c]pyran-3-carboxylic acid tert-butyl ester (101 mg, 0.35 mmol) in dichloromethane (1 ml) was added pyridine (32 μl, 0.39 mmol) and 4-methoxybenzenesulfonyl chloride (82 mg, 0.39 mmol). The reaction mixture was stirred at room temperature for 48 h. The reaction mixture was diluted with dichloromethane (2 ml) and subjected to preparative TLC (1:1 hexanes/ethyl acetate) affording 10 mg, (10%) of 2-amino-5-((4-methoxy-benzenesulfonylam... The reactants are [NH4+].[Cl-] (NH4Cl), CC([C@H](C=O)NC(OC(C)(C)C)=O)C ((R)-tert-butyl 3-methyl-1-oxobutan-2-ylcarbamate), CO (methanol), C[Mg]Br (Methyl magnesium bromide). Reaction conditions: temperature 0 celsius, time 8 hour. Reported procedure: (R)-tert-butyl 3-methyl-1-oxobutan-2-ylcarbamate (2.5 g, 12.42 mmol) was dissolved in THF (50 mL) and cooled to 0° C. Methyl magnesium bromide (17.0 mL, 51.0 mmol, 3.0 M in diethyl ether) was carefully added via syringe. The reaction was allowed to warm to ambient temperature and left stirring overnight. The cloudy mixture was chilled to 0° C., quenched with methanol (3.0 mL, 74.0 mmol), followed by the addition of 200 mL saturated NH4Cl solution, and extracted twice with 200 mL MTBE. The organi... The product is OC(C)[C@@H](C(C)C)NC(OC(C)(C)C)=O (tert-butyl (3R)-2-hydroxy-4-methylpentan-3-ylcarbamate). The solvent is C1CCOC1 (THF). Yield: 92.0%. As a reaction SMILES: [CH3:1][CH:2]([CH3:14])[C@@H:3]([NH:6][C:7](=[O:13])[O:8][C:9]([CH3:12])([CH3:11])[CH3:10])[CH:4]=[O:5].[CH3:15][Mg]Br.CO.[NH4+].[Cl-]>C1COCC1>[OH:5][CH:4]([C@H:3]([NH:6][C:7](=[O:13])[O:8][C:9]([CH3:12])([CH3:11])[CH3:10])[CH:2]([CH3:14])[CH3:1])[CH3:15] |f:3.4|. The reactants are O=C1CCC(=O)N1Br, O=C([O-])O, O=C(O)C=Cc1cn(C2OC(CO)C(O)C2O)c(=O)[nH]c1=O, [K+], CN(C)C=O. The product is O=c1[nH]c(=O)n(C2OC(CO)C(O)C2O)cc1C=CBr. As a reaction SMILES: [Br:28][N:29]1[C:30](=[O:31])[CH2:32][CH2:33][C:34]1=[O:35].[C:23](=[O:24])([O-:25])[OH:26].[CH:1]1([n:10]2[c:11](=[O:12])[nH:13][c:14](=[O:15])[c:16]([CH:18]=[CH:19][C:20]([OH:21])=[O:22])[cH:17]2)[CH:2]([OH:3])[CH:4]([OH:5])[CH:6]([CH2:8][OH:9])[O:7]1.[K+:27].[O:36]=[CH:37][N:38]([CH3:39])[CH3:40]>>[CH:1]1([n:10]2[c:11](=[O:12])[nH:13][c:14](=[O:15])[c:16]([CH:18]=[CH:19][Br:28])[cH:17]2)[CH:2]([OH:3])[CH:4]([OH:5])[CH:6]([CH2:8][OH:9])[O:7]1.